From a dataset of the Open Reaction Database (ORD), a public repository of structured organic reaction records. describe an organic reaction: reactants, conditions, products, and yield Starting materials: Cc1noc(C)c1Cn1cc(N2C(=O)CNC2=O)cn1, CC(=O)[O-], CC(=O)O, O=Cc1ccccc1, [Na+], O. RXN SMILES: [CH3:1][c:2]1[n:3][o:4][c:5]([CH3:20])[c:6]1[CH2:7][n:8]1[n:9][cH:10][c:11]([N:13]2[C:14](=[O:19])[NH:15][CH2:16][C:17]2=[O:18])[cH:12]1.[CH3:30][C:31](=[O:32])[O-:33].[CH3:34][C:35](=[O:36])[OH:37].[CH:21](=[O:22])[c:23]1[cH:24][cH:25][cH:26][cH:27][cH:28]1.[Na+:29].[OH2:38]>>[CH3:1][c:2]1[n:3][o:4][c:5]([CH3:20])[c:6]1[CH2:7][n:8]1[n:9][cH:10][c:11]([N:13]2[C:14](=[O:19])[NH:15][C:16](=[CH:21][c:23]3[cH:24][cH:25][cH:26][cH:27][cH:28]3)[C:17]2=[O:18])[cH:12]1. Yields the product Cc1noc(C)c1Cn1cc(N2C(=O)NC(=Cc3ccccc3)C2=O)cn1. Starting materials: CCOC(=O)Cc1c(Cl)ccc2cc(CN(C)C)ccc12, [Li+], [Na+], C1COCCO1, [OH-], O, O=S(=O)([O-])O. The product is CN(C)Cc1ccc2c(CC(=O)O)c(Cl)ccc2c1. As a reaction SMILES: [CH2:1]([CH3:2])[O:3][C:4]([CH2:5][c:6]1[c:7]([Cl:20])[cH:8][cH:9][c:10]2[cH:11][c:12]([CH2:16][N:17]([CH3:18])[CH3:19])[cH:13][cH:14][c:15]12)=[O:21].[Li+:22].[Na+:29].[O:30]1[CH2:31][CH2:32][O:33][CH2:34][CH2:35]1.[OH-:23].[OH2:36].[S:24](=[O:25])(=[O:26])([OH:27])[O-:28]>>[O:3]=[C:4]([CH2:5][c:6]1[c:7]([Cl:20])[cH:8][cH:9][c:10]2[cH:11][c:12]([CH2:16][N:17]([CH3:18])[CH3:19])[cH:13][cH:14][c:15]12)[OH:21]. Starting materials: C(#N)C1=C(C=C(C(=O)OCC)C=C1)N[C@@H]1CC[C@H](CC1)N1CCCCC1 (ethyl 4-cyano-3-[(trans-4-piperidin-1-ylcyclohexyl)amino]benzoate), OO (hydrogen peroxide), C([O-])([O-])=O.[K+].[K+] (potassium carbonate), [OH-].[K+] (potassium hydroxide), Cl (hydrochloric acid). The solvent is CS(=O)C (DMSO), O (water), CO (methanol). Run at temperature 50 celsius, time 3 hour. The product is NC(=O)C1=C(C=C(C(=O)O)C=C1)N[C@@H]1CC[C@H](CC1)N1CCCCC1 (4-(aminocarbonyl)-3-(trans-4-(piperidin-1-yl)cyclohexylamino]benzoic acid). As a reaction SMILES: [C:1]([C:3]1[CH:13]=[CH:12][C:6]([C:7]([O:9]CC)=[O:8])=[CH:5][C:4]=1[NH:14][C@H:15]1[CH2:20][CH2:19][C@H:18]([N:21]2[CH2:26][CH2:25][CH2:24][CH2:23][CH2:22]2)[CH2:17][CH2:16]1)#[N:2].OO.C(=O)([O-])[O-:30].[K+].[K+].[OH-].[K+].Cl>CS(C)=O.O.CO>[NH2:2][C:1]([C:3]1[CH:13]=[CH:12][C:6]([C:7]([OH:9])=[O:8])=[CH:5][C:4]=1[NH:14][C@H:15]1[CH2:16][CH2:17][C@H:18]([N:21]2[CH2:22][CH2:23][CH2:24][CH2:25][CH2:26]2)[CH2:19][CH2:20]1)=[O:30] |f:2.3.4,5.6|. Procedure details: To a solution of ethyl 4-cyano-3-[(trans-4-piperidin-1-ylcyclohexyl)amino]benzoate (0.145 g, 0.41 mmol) in DMSO (0.5 mL) was added a 30% hydrogen peroxide solution (0.078 mL, 0.81 mmol) and potassium carbonate (0.014 g, 0.10 mmol). The reaction mixture was stirred at 50° C. for 3 h. A mixture of methanol (1.5 mL) and water (0.5 mL) was then added followed by potassium hydroxide (0.046 g, 0.81 mmol), and the solution was stirred at 55° C. for 2 h. The mixture was acidified to pH 5 by addition of ... Reactants: C1(=CC=CC=C1)C(CCN)C1=CC=CC=C1 (3,3-diphenylpropylamine), [S-]C#N.[NH4+] (ammonium thiocyanate). Solvent: BrC1=CC=CC=C1 (bromobenzene). Yields the product C1(=CC=CC=C1)C(CCNC(=S)N)C1=CC=CC=C1 (N-(3,3-diphenylpropyl)thiourea). The yield is 58.7%. As a reaction SMILES: [C:1]1([CH:7]([C:11]2[CH:16]=[CH:15][CH:14]=[CH:13][CH:12]=2)[CH2:8][CH2:9][NH2:10])[CH:6]=[CH:5][CH:4]=[CH:3][CH:2]=1.[S-:17][C:18]#[N:19].[NH4+]>BrC1C=CC=CC=1>[C:11]1([CH:7]([C:1]2[CH:2]=[CH:3][CH:4]=[CH:5][CH:6]=2)[CH2:8][CH2:9][NH:10][C:18]([NH2:19])=[S:17])[CH:12]=[CH:13][CH:14]=[CH:15][CH:16]=1 |f:1.2|. Procedure: A solution of 3,3-diphenylpropylamine (4.00 g, 18.9 mmol) and ammonium thiocyanate (1.60 g, 20.8 mmol) in bromobenzene (30 mL) was refluxed for 1 hour. After cooling, the solid precipitate was recovered, rinsed with diethyl ether, water, and ethanol, and dried to provide 3.00 g (yield 59%) of the title compound. Amorphous solid. The reactants are COC=1C=CC(=NC1OC)NC=1C=2N(N=C(C1)N1CC(CCC1)NC(OC(C)(C)C)=O)C=CN2 (tert-butyl 1-(8-(5,6-dimethoxypyridin-2-ylamino)imidazo[1,2-b]pyridazin-6-yl)piperidin-3-ylcarbamate), C(=O)(C(F)(F)F)O (TFA). Run in ClCCl (dichloromethane). Run at temperature 25 celsius, time 6 hour. The product is FC(C(=O)O)(F)F.NC1CN(CCC1)C=1C=C(C=2N(N1)C=CN2)NC2=NC(=C(C=C2)OC)OC (6-(3-aminopiperidin-1-yl)-N-(5,6-dimethoxypyridin-2-yl)imidazo[1,2-b]pyridazin-8-amine trifluoroacetate salt). As a reaction SMILES: [CH3:1][O:2][C:3]1[CH:4]=[CH:5][C:6]([NH:11][C:12]2[C:13]3[N:14]([CH:32]=[CH:33][N:34]=3)[N:15]=[C:16]([N:18]3[CH2:23][CH2:22][CH2:21][CH:20]([NH:24]C(=O)OC(C)(C)C)[CH2:19]3)[CH:17]=2)=[N:7][C:8]=1[O:9][CH3:10].[C:35]([OH:41])([C:37]([F:40])([F:39])[F:38])=[O:36]>ClCCl>[F:38][C:37]([F:40])([F:39])[C:35]([OH:41])=[O:36].[NH2:24][CH:20]1[CH2:21][CH2:22][CH2:23][N:18]([C:16]2[CH:17]=[C:12]([NH:11][C:6]3[CH:5]=[CH:4][C:3]([O:2][CH3:1])=[C:8]([O:9][CH3:10])[N:7]=3)[C:13]3[N:14]([CH:32]=[CH:33][N:34]=3)[N:15]=2)[CH2:19]1 |f:3.4|. Procedure details: A mixture of tert-butyl 1-(8-(5,6-dimethoxypyridin-2-ylamino)imidazo[1,2-b]pyridazin-6-yl)piperidin-3-ylcarbamate (300 mg, 0.64 mmol) and TFA (5 mL) in dichloromethane (5 mL) was stirred at 25° C. for 6 h. The residue was concentrated to give the crude 6-(3-aminopiperidin-1-yl)-N-(5,6-dimethoxypyridin-2-yl)imidazo[1,2-b]pyridazin-8-amine trifluoroacetate salt (350 mg, crude) as a brown liquid that was used directly without further purification. LC-MS: 370 [M+1]+, tR=1.09 min Starting materials: CSC1=CC=C(C=C1)C=1N=C(OC1)C1CCN(CC1)C(=O)OC(C)(C)C (tert-butyl 4-{4-[4-(methylsulfanyl)phenyl]-1,3-oxazol-2-yl}piperidine-1-carboxylate), BrN1C(CCC1=O)=O (N-bromosuccinimide). The solvent is ClCCl (dichloromethane), C(Cl)(Cl)Cl (chloroform). Run at temperature 25 celsius, time 6 hour. Product: BrC1=C(N=C(O1)C1CCN(CC1)C(=O)OC(C)(C)C)C1=CC=C(C=C1)SC (tert-butyl 4-{5-bromo-4-[4-(methylsulfanyl)phenyl]-1,3-oxazol-2-yl}piperidine-1-carboxylate). Isolated yield 96.1%. RXN SMILES: [CH3:1][S:2][C:3]1[CH:8]=[CH:7][C:6]([C:9]2[N:10]=[C:11]([CH:14]3[CH2:19][CH2:18][N:17]([C:20]([O:22][C:23]([CH3:26])([CH3:25])[CH3:24])=[O:21])[CH2:16][CH2:15]3)[O:12][CH:13]=2)=[CH:5][CH:4]=1.[Br:27]N1C(=O)CCC1=O>ClCCl.C(Cl)(Cl)Cl>[Br:27][C:13]1[O:12][C:11]([CH:14]2[CH2:15][CH2:16][N:17]([C:20]([O:22][C:23]([CH3:26])([CH3:25])[CH3:24])=[O:21])[CH2:18][CH2:19]2)=[N:10][C:9]=1[C:6]1[CH:7]=[CH:8][C:3]([S:2][CH3:1])=[CH:4][CH:5]=1. Procedure details: tert-butyl 4-{4-[4-(methylsulfanyl)phenyl]-1,3-oxazol-2-yl}piperidine-1-carboxylate (585 mg, 1.56 mmol) was dissolved in dichloromethane (15.6 mL) under argon atmosphere. N-bromosuccinimide (306 mg, 1.72 mmol) was added portionwise as a solid to the stifling solution. The resulting solution stirred at 25° C. for 6 hours. The solution was then diluted with chloroform and washed with aqueous sodium bisulfite. The organics were dried over sodium sulfate and concentrated in vacuo to yield 680 mg of ... RXN SMILES: [CH2:1]([O:3][C:4](=[O:18])[C:5]1[CH:10]=[C:9]([CH3:11])[CH:8]=[C:7]([C:12]2[CH2:16][CH2:15][CH2:14][C:13]=2Br)[CH:6]=1)[CH3:2].[Cl:19][C:20]1[CH:21]=[CH:22][C:23]([O:29][CH2:30][C:31]2[CH:36]=[CH:35][C:34]([F:37])=[CH:33][CH:32]=2)=[C:24](B(O)O)[CH:25]=1>>[CH2:1]([O:3][C:4](=[O:18])[C:5]1[CH:10]=[C:9]([CH3:11])[CH:8]=[C:7]([C:12]2[CH2:16][CH2:15][CH2:14][C:13]=2[C:22]2[CH:21]=[C:20]([Cl:19])[CH:25]=[CH:24][C:23]=2[O:29][CH2:30][C:31]2[CH:36]=[CH:35][C:34]([F:37])=[CH:33][CH:32]=2)[CH:6]=1)[CH3:2]. Starting materials: C(C)OC(C1=CC(=CC(=C1)C)C1=C(CCC1)Br)=O (3-(2-bromocyclopent-1-enyl)-5-methylbenzoic acid ethyl ester), ClC=1C=CC(=C(C1)B(O)O)OCC1=CC=C(C=C1)F ([5-chloro-2-(4-fluorobenzyloxy)phenyl]boronic acid). Yields the product C(C)OC(C1=CC(=CC(=C1)C)C1=C(CCC1)C1=C(C=CC(=C1)Cl)OCC1=CC=C(C=C1)F)=O (3-{2-[5-Chloro-2-(4-fluorobenzyloxy)phenyl]cyclopent-1-enyl}-5-methylbenzoic acid ethyl ester). Reported procedure: Prepared by general procedure B(iii) but using 3-(2-bromocyclopent-1-enyl)-5-methylbenzoic acid ethyl ester instead of 3-(2-bromo-cyclopent-1-enyl)-6-methyl benzoic acid ethyl ester and using [5-chloro-2-(4-fluorobenzyloxy)phenyl]boronic acid instead of (5-chloro-2-benzyloxyphenyl)boronic acid. Reactants: CS(C)=O, CCN(C(C)C)C(C)C, Fc1ccc(-c2nnc(Cl)c3ccccc23)cc1, OCC1CNCCN1. Yields the product OCC1CN(c2nnc(-c3ccc(F)cc3)c3ccccc23)CCN1. As a reaction SMILES: [CH3:36][S:37]([CH3:38])=[O:39].[CH:27]([N:28]([CH:29]([CH3:30])[CH3:31])[CH2:32][CH3:33])([CH3:34])[CH3:35].[Cl:1][c:2]1[n:3][n:4][c:5](-[c:12]2[cH:13][cH:14][c:15]([F:18])[cH:16][cH:17]2)[c:6]2[cH:7][cH:8][cH:9][cH:10][c:11]12.[NH:19]1[CH:20]([CH2:25][OH:26])[CH2:21][NH:22][CH2:23][CH2:24]1>>[c:2]1([N:22]2[CH2:21][CH:20]([CH2:25][OH:26])[NH:19][CH2:24][CH2:23]2)[n:3][n:4][c:5](-[c:12]2[cH:13][cH:14][c:15]([F:18])[cH:16][cH:17]2)[c:6]2[cH:7][cH:8][cH:9][cH:10][c:11]12. Reaction SMILES: CCO[C:4]([C:6]([O:8]CC)=O)=[O:5].[CH2:11]([NH:13][CH2:14][CH2:15][NH2:16])[CH3:12]>C(O)C>[CH2:11]([N:13]1[CH2:14][CH2:15][NH:16][C:6](=[O:8])[C:4]1=[O:5])[CH3:12]. Starting materials: CCOC(=O)C(=O)OCC (diethyl ester of oxalic acid), C(C)NCCN (N-ethyl ethylenediamine). Isolated yield 76.1%. Reported procedure: Into a mixture comprising 8 g of a diethyl ester of oxalic acid and 8 ml of ethanol was dropped at room temperature 4.4 g of N-ethyl ethylenediamine. The resulting mixture was allowed to react for 3 hours, and then heated to remove the ethanol. Subsequently, the residue was recrystallized from 10 ml of dioxane to obtain 5.4 g of 1-ethyl-2,3-dioxo-piperazine, m.p. 124° C, yield 76.0%. The product is C(C)N1C(C(NCC1)=O)=O (1-ethyl-2,3-dioxo-piperazine). Run in C(C)O (ethanol). RXN SMILES: N[C:2]1[N:10]=[C:9]([C:11]#[C:12][C:13]2([OH:18])[CH2:17][CH2:16][CH2:15][CH2:14]2)[N:8]=[C:7]2[C:3]=1[N:4]=[C:5]([C:20]1[CH:25]=[CH:24][CH:23]=[C:22]([F:26])[CH:21]=1)[N:6]2[CH3:19].C([OH:30])C=C.[OH-].[Na+]>C1COCC1>[F:26][C:22]1[CH:21]=[C:20]([C:5]2[N:6]([CH3:19])[C:7]3[C:3]([N:4]=2)=[C:2]([OH:30])[N:10]=[C:9]([C:11]#[C:12][C:13]2([OH:18])[CH2:17][CH2:16][CH2:15][CH2:14]2)[N:8]=3)[CH:25]=[CH:24][CH:23]=1 |f:2.3|. Reaction conditions: time 10 minute. Run in C1CCOC1 (THF). Procedure: To 50 mg of 1-{2-[6-amino-8-(3-fluorophenyl)-9-methyl-9H-2-purinyl]-1-ethynyl}-1-cyclopentanol were added 3.0 ml of allyl alcohol and 1.0 ml of 5M NaOH, the mixture was stirred at room temperature for 10 minutes, 1.0 ml of THF was added thereto and the mixture was stirred again at room temperature for 15 hours and 40 minutes. The solvent was evaporated and then 200 ml of ethyl acetate and water (1:1) were added and an extraction was carried out. The aqueous layer was extracted with 100 ml of eth... Yields the product FC=1C=C(C=CC1)C=1N(C2=NC(=NC(=C2N1)O)C#CC1(CCCC1)O)C (8-(3-fluorophenyl)-2-[2-(1-hydroxycyclopentyl)-1-ethynyl]-9-methyl-9H-6-purinol). The reactants are NC1=C2N=C(N(C2=NC(=N1)C#CC1(CCCC1)O)C)C1=CC(=CC=C1)F (1-{2-[6-amino-8-(3-fluorophenyl)-9-methyl-9H-2-purinyl]-1-ethynyl}-1-cyclopentanol), C(C=C)O (allyl alcohol), [OH-].[Na+] (NaOH). Yield: 36.0%.